Dataset: the Open Reaction Database (ORD), a public repository of structured organic reaction records. Task: describe an organic reaction: reactants, conditions, products, and yield Reactants: BrC=1C=CC=2N(C3=CC=CC=C3C2C1)C (3-bromo-9-methyl-9H-carbazole), [Li]CCCC (n-BuLi), CN(C)C=O (DMF). The solvent is C1CCOC1 (THF). Conditions: temperature -78 celsius, time 1 hour. Yields the product CN1C2=CC=CC=C2C=2C=C(C=CC12)C=O (9-methyl-9H-carbazole-3-carbaldehyde). Isolated yield 60.0%. RXN SMILES: Br[C:2]1[CH:3]=[CH:4][C:5]2[N:6]([CH3:15])[C:7]3[C:12]([C:13]=2[CH:14]=1)=[CH:11][CH:10]=[CH:9][CH:8]=3.[Li]CCCC.CN([CH:24]=[O:25])C>C1COCC1>[CH3:15][N:6]1[C:5]2[CH:4]=[CH:3][C:2]([CH:24]=[O:25])=[CH:14][C:13]=2[C:12]2[C:7]1=[CH:8][CH:9]=[CH:10][CH:11]=2. Procedure details: To a solution of 2b (1.8 g, 6.9 mmol) in dried THF (45 mL) was added n-BuLi (3.3 mL 8.3 mmol) at −78° C. The resulting mixture was stirred at −78° C. for 1 h and then added with dried DMF (8 mL). The reaction mixture was allowed to warm to room temperature and stirred overnight before quenched with aqueous ammonia chloride solution. Water was added and extracted with ethyl acetate three times. The combined organic phase was washed with brine and dried over anhydrous sodium sulfate. After removin... Starting materials: ClC1=CC=C(C=C1)N1C(NNC1=O)=O (4-(4-chlorophenyl)urazole), 16g, [OH-].[Na+] (sodium hydroxide), ClC(SCl)(Cl)Cl (trichloromethylsulfenyl chloride), 3g. Run in O (water), O (water), O (water). Yields the product 42g, ClC1=CC=C(C=C1)N1C(N(N(C1=O)SC(Cl)(Cl)Cl)SC(Cl)(Cl)Cl)=O (4-(4-chlorophenyl)-1, 2-bis(trichloromethylthio)urazole). Yield: 64.0%. Reaction SMILES: [Cl:1][C:2]1[CH:7]=[CH:6][C:5]([N:8]2[C:12](=[O:13])[NH:11][NH:10][C:9]2=[O:14])=[CH:4][CH:3]=1.[OH-].[Na+].[Cl:17][C:18]([Cl:22])([Cl:21])[S:19]Cl>O>[Cl:1][C:2]1[CH:3]=[CH:4][C:5]([N:8]2[C:9](=[O:14])[N:10]([S:19][C:18]([Cl:22])([Cl:21])[Cl:17])[N:11]([S:19][C:18]([Cl:22])([Cl:21])[Cl:17])[C:12]2=[O:13])=[CH:6][CH:7]=1 |f:1.2|. Procedure details: To a solution of 42.2g (0.2 mole) 4-(4-chlorophenyl)urazole in 200 ml water was added a solution of 16g (0.4 mole) sodium hydroxide in 20 ml water. A mixture of 74.4g (0.4 mole) trichloromethylsulfenyl chloride and 3g of an emulsifier solution (as in example 1) in 50 ml water was added dropwise to the above basic solution while keeping the reaction mixture at 0° C. The reactants were mixed so that the reaction mixture was kept at a pH greater than 7. The precipitate that was formed was collected... Reactants: [OH-].[Na+] (sodium hydroxide), C(C)OC(=O)C1=NNC(=C1)OC (5-Methoxy-1H-pyrazole-3-carboxylic acid ethyl ester), Cl (hydrochloric acid). Solvent: O1CCCC1 (tetrahydrofuran). The product is COC1=CC(=NN1)C(=O)O (5-Methoxy-1H-pyrazole-3-carboxylic acid). Isolated yield 85.2%. As a reaction SMILES: C([O:3][C:4]([C:6]1[CH:10]=[C:9]([O:11][CH3:12])[NH:8][N:7]=1)=[O:5])C.[OH-].[Na+].Cl>O1CCCC1>[CH3:12][O:11][C:9]1[NH:8][N:7]=[C:6]([C:4]([OH:5])=[O:3])[CH:10]=1 |f:1.2|. Procedure details: 5-Methoxy-1H-pyrazole-3-carboxylic acid ethyl ester (120 mg, 0.71 mmol) was dissolved in tetrahydrofuran (THF) (2 mL). After addition of sodium hydroxide (2M in water; 1 mL) the mixture was stirred under reflux for 2 h. The reaction mixture was cooled to room temperature and acidified (pH 3) by addition of hydrochloric acid and extracted with ethyl acetate (3×20 ml). The extract was dried over sodium sulfate and evaporated to yield 86 mg (86%) of a white solid. The reactants are ClC=1C=CC=2N(C1)C(=NC2I)CCC(C(F)(F)F)(F)F (6-chloro-1-iodo-3-(3,3,4,4,4-pentafluorobutyl)imidazo[1,5-A]pyridine), O (water), CN(C)C=O (DMF). The reagents and catalysts are [C-]#N.[Zn+2].[C-]#N (zinc cyanide), C=1C=CC(=CC1)/C=C/C(=O)/C=C/C2=CC=CC=C2.C=1C=CC(=CC1)/C=C/C(=O)/C=C/C2=CC=CC=C2.C=1C=CC(=CC1)/C=C/C(=O)/C=C/C2=CC=CC=C2.[Pd].[Pd] (Pd2 dba3), C1=CC=C(C=C1)P([C-]2C=CC=C2)C3=CC=CC=C3.C1=CC=C(C=C1)P([C-]2C=CC=C2)C3=CC=CC=C3.[Fe+2] (DPPF). Solvent: [NH4+].[OH-] (NH4OH). Reaction conditions: temperature 120 celsius. Product: ClC=1C=CC=2N(C1)C(=NC2C#N)CCC(C(F)(F)F)(F)F (6-chloro-3-(3,3,4,4,4-pentafluorobutyl)imidazo[1,5-A]pyridine-1-carbonitrile). As a reaction SMILES: [Cl:1][C:2]1[CH:3]=[CH:4][C:5]2[N:6]([C:8]([CH2:12][CH2:13][C:14]([F:20])([F:19])[C:15]([F:18])([F:17])[F:16])=[N:9][C:10]=2I)[CH:7]=1.O.[CH3:22][N:23](C=O)C>[NH4+].[OH-].[C-]#N.[Zn+2].[C-]#N.C1C=CC(/C=C/C(/C=C/C2C=CC=CC=2)=O)=CC=1.C1C=CC(/C=C/C(/C=C/C2C=CC=CC=2)=O)=CC=1.C1C=CC(/C=C/C(/C=C/C2C=CC=CC=2)=O)=CC=1.[Pd].[Pd].C1C=CC(P(C2C=CC=CC=2)[C-]2C=CC=C2)=CC=1.C1C=CC(P(C2C=CC=CC=2)[C-]2C=CC=C2)=CC=1.[Fe+2]>[Cl:1][C:2]1[CH:3]=[CH:4][C:5]2[N:6]([C:8]([CH2:12][CH2:13][C:14]([F:20])([F:19])[C:15]([F:18])([F:17])[F:16])=[N:9][C:10]=2[C:22]#[N:23])[CH:7]=1 |f:3.4,5.6.7,8.9.10.11.12,13.14.15|. Procedure details: To a solution of the intermediate from Step H (4.32 g, 10.18 mmol) in DMF (50 mL) was added zinc cyanide (2.39 g, 20.35 mmol), Pd2 dba3 (0.47 g, 0.51 mmol), DPPF (0.564 g, 1.02 mmol), and water (2.5 mL). The resulting solution was heated at 120° C. for 18 hours. The reaction was cooled to room temperature, diluted with 15% NH4OH solution (10 mL) and extracted with ethyl acetate. The organic layer was washed with brine, dried over anhydrous sodium sulfate, filtered, and concentrated. m/z=323.9 (M... Reactants: O=C([O-])[O-], CCc1ccc(B(O)O)cc1, COCCOC, COCOC, O=C(Cc1ccc(Cl)nc1)NCc1cccc(F)c1, [Na+], [Na+], O. The product is CCc1ccc(-c2ccc(CC(=O)NCc3cccc(F)c3)cn2)cc1. RXN SMILES: [C:31](=[O:32])([O-:33])[O-:34].[CH2:20]([CH3:21])[c:22]1[cH:23][cH:24][c:25]([B:28]([OH:29])[OH:30])[cH:26][cH:27]1.[CH3:37][O:38][CH2:39][CH2:40][O:41][CH3:42].[CH3:43][O:44][CH2:45][O:46][CH3:47].[Cl:1][c:2]1[cH:3][cH:4][c:5]([CH2:8][C:9](=[O:10])[NH:11][CH2:12][c:13]2[cH:14][c:15]([F:19])[cH:16][cH:17][cH:18]2)[cH:6][n:7]1.[Na+:35].[Na+:36].[OH2:48]>>[c:2]1(-[c:25]2[cH:24][cH:23][c:22]([CH2:20][CH3:21])[cH:27][cH:26]2)[cH:3][cH:4][c:5]([CH2:8][C:9](=[O:10])[NH:11][CH2:12][c:13]2[cH:14][c:15]([F:19])[cH:16][cH:17][cH:18]2)[cH:6][n:7]1. Reactants: ClCCNC(=O)N (chlorethylurea), ClCCN=C=O (Chloroethylisocyanate), ClCCN=C=O (Chloroethylisocyanate), CC1=C(N)C=CC=C1C (2,3-dimethylaniline), CO (CH3OH). Run in O1CCCC1 (tetrahydrofuran), O (H2O). The product is CC1=C(C=CC=C1C)NC=1OCCN1 (2-[2,3-Dimethylphenylamino)-oxazoline). Yield: 22.3%. Reaction SMILES: Cl[CH2:2][CH2:3][N:4]=[C:5]=[O:6].[CH3:7][C:8]1[C:14]([CH3:15])=[CH:13][CH:12]=[CH:11][C:9]=1[NH2:10].ClCCNC(N)=O.CO>O1CCCC1.O>[CH3:7][C:8]1[C:14]([CH3:15])=[CH:13][CH:12]=[CH:11][C:9]=1[NH:10][C:5]1[O:6][CH2:2][CH2:3][N:4]=1. Procedure details: Chloroethylisocyanate (Compound 5, Aldrich, 346 mg, 3.3 mmol) was added to a stirred solution of 2,3-dimethylaniline (Aldrich, 400 mg, 3.3 mmol) in tetrahydrofuran (5 ml) at room temperature. After 30 minutes a white precipitate formed. The solid chloroethylurea was collected by vacuum filtration yield: 477 mg (64%): mp 145°-146° C. HNMR (300 MHz, CDCl3) σ 7.00 (m, 3H); 6.72 (br, 1H); 5.19 (br, 1H), 3.59 (m, 2H); 3.49 (m, 2H); 2.30 (s, 3H); 2.18 (s, 3H); Mass spectrum m/e 226.0872 (C1H15ClN2O re...